This data is from the Open Reaction Database (ORD), a public repository of structured organic reaction records. The task is: describe an organic reaction: reactants, conditions, products, and yield Reactants: C(C=C)#N (Acrylonitrile), [N+](=O)([O-])C(C)C (2-nitropropane), [OH-].[Na+] (sodium hydroxide). The reagents and catalysts are [Cl-].C(CCCCCCCCCCCCCCC)[N+](C)(C)C (hexadecyltrimethyl ammonium chloride). Product: CC(CCC#N)(C)[N+](=O)[O-] (4-methyl-4-nitrovaleronitrile). As a reaction SMILES: [C:1](#[N:4])[CH:2]=[CH2:3].[N+:5]([CH:8]([CH3:10])[CH3:9])([O-:7])=[O:6].[OH-].[Na+]>[Cl-].C([N+](C)(C)C)CCCCCCCCCCCCCCC>[CH3:9][C:8]([N+:5]([O-:7])=[O:6])([CH3:10])[CH2:3][CH2:2][C:1]#[N:4] |f:2.3,4.5|. Reported procedure: (vii-1) Acrylonitrile and 2-nitropropane are reacted in the presence of hexadecyltrimethyl ammonium chloride in an aqueous alkali solvent such as aqueous sodium hydroxide solution and the like. Then, the reaction mixture is extracted to give 4-methyl-4-nitrovaleronitrile (European Journal of organic Chemistry (1998), (2), 355-357). The obtained 4-methyl-4-nitrovaleronitrile can be isolated and/or purified by a conventional method, such as crystallization, chromatography and the like, but general... The reactants are FC1=CC=C(C=C1)C1=NOC(=C1COC1=NC=C(C(=O)O)C=C1)CO (6-[3-(4-fluoro-phenyl)-5-hydroxymethyl-isoxazol-4-ylmethoxy]-nicotinic acid), O.ON1N=NC2=C1C=CC=C2 (1-hydroxybenzotriazole hydrate), C(C)N(C(C)C)C(C)C (N-ethyldiisopropylamine), Cl.CN(CCCN=C=NCC)C (N-(3-dimethylaminopropyl)-N′-ethylcarbodiimide hydrochloride), NC(CO)(C)C (2-amino-2-methyl-1-propanol). The solvent is C1CCOC1 (THF), CO (methanol), ClCCl (dichloromethane). Run at time 8 hour. Yields the product FC1=CC=C(C=C1)C1=NOC(=C1COC1=NC=C(C(=O)NC(CO)(C)C)C=C1)CO (6-[3-(4-Fluoro-phenyl)-5-hydroxymethyl-isoxazol-4-ylmethoxy]-N-(2-hydroxy-1,1-dimethyl-ethyl)-nicotinamide). Isolated yield 66.4%. RXN SMILES: [F:1][C:2]1[CH:7]=[CH:6][C:5]([C:8]2[C:12]([CH2:13][O:14][C:15]3[CH:23]=[CH:22][C:18]([C:19](O)=[O:20])=[CH:17][N:16]=3)=[C:11]([CH2:24][OH:25])[O:10][N:9]=2)=[CH:4][CH:3]=1.O.ON1C2C=CC=CC=2N=N1.C(N(C(C)C)C(C)C)C.Cl.CN(C)CCCN=C=NCC.[NH2:58][C:59]([CH3:63])([CH3:62])[CH2:60][OH:61]>C1COCC1.CO.ClCCl>[F:1][C:2]1[CH:7]=[CH:6][C:5]([C:8]2[C:12]([CH2:13][O:14][C:15]3[CH:23]=[CH:22][C:18]([C:19]([NH:58][C:59]([CH3:63])([CH3:62])[CH2:60][OH:61])=[O:20])=[CH:17][N:16]=3)=[C:11]([CH2:24][OH:25])[O:10][N:9]=2)=[CH:4][CH:3]=1 |f:1.2,4.5|. Reported procedure: To a solution of 6-[3-(4-fluoro-phenyl)-5-hydroxymethyl-isoxazol-4-ylmethoxy]-nicotinic acid (200 mg, 0.58 mmol) in THF (6 mL) was added 1-hydroxybenzotriazole hydrate (90.8 mg, 0.58 mmol), N-ethyldiisopropylamine (254 μL, 1.45 mmol), N-(3-dimethylaminopropyl)-N′-ethylcarbodiimide hydrochloride (114 mg, 0.58 mmol) and 2-amino-2-methyl-1-propanol (53.4 mg, 0.58 mmol). The reaction mixture was stirred overnight at room temperature. Chromatography (silica, dichloromethane:methanol=0:100 to 95:5) af... The reactants are Cc1ccc(N(CC(=O)O)S(=O)(=O)c2ccc(C(C)(C)C)cc2)cc1, CCNCc1cccc(NCC)n1. Product: CCNc1cccc(CN(CC)C(=O)CN(c2ccc(C)cc2)S(=O)(=O)c2ccc(C(C)(C)C)cc2)n1. As a reaction SMILES: [C:1]([CH3:2])([CH3:3])([CH3:4])[c:5]1[cH:6][cH:7][c:8]([S:11](=[O:12])(=[O:13])[N:14]([c:15]2[cH:16][cH:17][c:18]([CH3:21])[cH:19][cH:20]2)[CH2:22][C:23](=[O:24])[OH:25])[cH:9][cH:10]1.[CH2:26]([CH3:27])[NH:28][c:29]1[n:30][c:31]([CH2:35][NH:36][CH2:37][CH3:38])[cH:32][cH:33][cH:34]1>>[C:1]([CH3:2])([CH3:3])([CH3:4])[c:5]1[cH:6][cH:7][c:8]([S:11](=[O:12])(=[O:13])[N:14]([c:15]2[cH:16][cH:17][c:18]([CH3:21])[cH:19][cH:20]2)[CH2:22][C:23](=[O:25])[N:36]([CH2:35][c:31]2[n:30][c:29]([NH:28][CH2:26][CH3:27])[cH:34][cH:33][cH:32]2)[CH2:37][CH3:38])[cH:9][cH:10]1. The reactants are CCO, Cc1ccccc1, O=CO, Cl[Pd]Cl, CC(NCC=Cc1cccc(C(F)(F)F)c1)c1cccc2ccccc12. The product is CC(NCCCc1cccc(C(F)(F)F)c1)c1cccc2ccccc12. As a reaction SMILES: [CH3:30][CH2:31][OH:32].[CH3:33][c:34]1[cH:35][cH:36][cH:37][cH:38][cH:39]1.[CH:27]([OH:28])=[O:29].[Pd:40]([Cl:41])[Cl:42].[c:1]1([CH:11]([CH3:12])[NH:13][CH2:14][CH:15]=[CH:16][c:17]2[cH:18][c:19]([C:23]([F:24])([F:25])[F:26])[cH:20][cH:21][cH:22]2)[cH:2][cH:3][cH:4][c:5]2[cH:6][cH:7][cH:8][cH:9][c:10]12>>[c:1]1([CH:11]([CH3:12])[NH:13][CH2:14][CH2:15][CH2:16][c:17]2[cH:18][c:19]([C:23]([F:24])([F:25])[F:26])[cH:20][cH:21][cH:22]2)[cH:2][cH:3][cH:4][c:5]2[cH:6][cH:7][cH:8][cH:9][c:10]12. Starting materials: FC1=CC=C2C(=CNC2=C1)C1C(CC(CC1=O)(C)C)=O (2-(6-fluoro-1H-indol-3-yl)-5,5-dimethylcyclohexane-1,3-dione), NC1=C(C(=O)O)C=C(C=C1)OC (2-amino-5-methoxybenzoic acid), C(C=1C(N)=CC=CC1)(=O)O (anthranilic acid). Product: COC1=CC2=C(C=C1)NC=1C(=NC=3CC(CC(C3C12)=O)(C)C)C (10-methoxy-3,3,6-trimethyl-2,3,4,7-tetrahydroindolo[2,3-c]quinolin-1-one). Reaction SMILES: F[C:2]1[CH:10]=[C:9]2[C:5]([C:6]([CH:11]3[C:16](=O)[CH2:15][C:14]([CH3:19])([CH3:18])[CH2:13][C:12]3=[O:20])=[CH:7][NH:8]2)=[CH:4][CH:3]=1.[NH2:21][C:22]1C=CC(OC)=C[C:23]=1C(O)=O.[C:33](O)(=[O:41])C1C(=CC=CC=1)N>>[CH3:33][O:41][C:3]1[CH:2]=[CH:10][C:9]2[NH:8][C:7]3[C:22]([CH3:23])=[N:21][C:16]4[CH2:15][C:14]([CH3:18])([CH3:19])[CH2:13][C:12](=[O:20])[C:11]=4[C:6]=3[C:5]=2[CH:4]=1. Procedure: Utilizing the procedures described in Example 3 a-c except substituting 2-(5-methoxy-1H-indol-3-yl)-5,5-dimethylcyclohexane-1,3-dione for 2-(6-fluoro-1H-indol-3-yl)-5,5-dimethylcyclohexane-1,3-dione in step 3a, and 2-amino-5-methoxybenzoic acid for anthranilic acid in step 1a of Example 1, the title compound was prepared and crystallized from toluene; m.p. 241-243° C. Solvent: C(Cl)Cl (CH2Cl2). RXN SMILES: FC(F)(F)C(O)=O.C([Si](C)(C)[O:13][C@@H:14]1[CH2:21][N:20]([CH2:22][CH2:23][CH2:24][N:25]([CH2:38][CH:39](OC)OC)[C:26](=[O:37])[CH2:27][NH:28][C:29]2[CH:34]=[CH:33][C:32]([Cl:35])=[C:31]([Cl:36])[CH:30]=2)[CH2:19][CH2:18][C:15]21[CH2:17][CH2:16]2)(C)(C)C.C([SiH](CC)CC)C>C(Cl)Cl>[Cl:36][C:31]1[CH:30]=[C:29]([N:28]2[CH2:39][CH2:38][N:25]([CH2:24][CH2:23][CH2:22][N:20]3[CH2:19][CH2:18][C:15]4([CH2:17][CH2:16]4)[C@H:14]([OH:13])[CH2:21]3)[C:26](=[O:37])[CH2:27]2)[CH:34]=[CH:33][C:32]=1[Cl:35]. Reactants: FC(C(=O)O)(F)F (Trifluoroacetic acid), C(C)(C)(C)[Si](O[C@H]1C2(CC2)CCN(C1)CCCN(C(CNC1=CC(=C(C=C1)Cl)Cl)=O)CC(OC)OC)(C)C (N-{3-[(S)-4-(tert-butyl-dimethyl-silanyloxy)-6-aza-spiro[2.5]oct-6-yl]-propyl}-2-(3,4-dichloro-phenylamino)-N-(2,2-dimethoxy-ethyl)-acetamide), C(C)[SiH](CC)CC (triethylsilane). Conditions: temperature 60 celsius. The product is ClC=1C=C(C=CC1Cl)N1CC(N(CC1)CCCN1C[C@H](C2(CC2)CC1)O)=O (4-(3,4-Dichloro-phenyl)-1-[3-((S)-4-hydroxy-6-aza-spiro[2.5]oct-6-yl)-propyl]-piperazin-2-one). Procedure: Trifluoroacetic acid (1.51 g, 13.3 mmol) was added to a solution of N-{3-[(S)-4-(tert-butyl-dimethyl-silanyloxy)-6-aza-spiro[2.5]oct-6-yl]-propyl}-2-(3,4-dichloro-phenylamino)-N-(2,2-dimethoxy-ethyl)-acetamide (142 mg, 0.24 mmol) in CH2Cl2 (1 mL) at RT, then after 3 h triethylsilane (140 mg, 1.21 mmol) was added. The solution was heated at 60° C. over 72 h, then partitioned between CH2Cl2 and sat. aq. NaHCO3 solution. The organic layer was dried (MgSO4), filtered, and evaporated. Chromatography ... Isolated yield 17.2%. Starting materials: [Li+].CC(C)[N-]C(C)C (LDA), C(C)(C)NC(C)C.[Li] (lithium diisopropylamine), C(C)(C)NC(C)C (diisopropylamine), [Li]CCCC (n-BuLi), BrC1=C2C=CC(=CC2=CC=C1)CC#N ((5-bromo-2-naphthalenyl) acetonitrile), CI (MeI). The solvent is C1CCOC1 (THF), C1CCOC1 (THF). Reaction conditions: temperature -78 celsius, time 10 minute. The product is BrC1=C2C=CC(=CC2=CC=C1)C(C#N)C (2-(5-Bromo-2-naphthalenyl)propionitrile). Isolated yield 79.0%. Reaction SMILES: [Li+].[CH3:2]C([N-]C(C)C)C.C(NC(C)C)(C)C.[Li].C(NC(C)C)(C)C.[Li]CCCC.[Br:29][C:30]1[CH:39]=[CH:38][CH:37]=[C:36]2[C:31]=1[CH:32]=[CH:33][C:34]([CH2:40][C:41]#[N:42])=[CH:35]2.CI>C1COCC1>[Br:29][C:30]1[CH:39]=[CH:38][CH:37]=[C:36]2[C:31]=1[CH:32]=[CH:33][C:34]([CH:40]([CH3:2])[C:41]#[N:42])=[CH:35]2 |f:0.1,2.3,^1:15|. Procedure details: To a solution of LDA [lithium diisopropylamine prepared from diisopropylamine (1.49 g, 14.8 mmol) and n-BuLi (9.25 mL, 14.8 mmol, 1.6M solution in hexanes)]in THF (80 mL) at -78° C. was added (5-bromo-2-naphthalenyl) acetonitrile (3.80 g, 13.4 mmol) in THF (70 mL) dropwise over 45 minutes. The resulting orange solution was stirred at -78° C. for 10 minutes and MeI (1.90 g, 13.4 mmol) was added in one portion. The reaction mixture was stirred at -78° C. for 1 hour and quenched with saturated NH4C... The reactants are C(CCC)[Mg]CCCC (Dibutylmagnesium), CC(C[C@]1(OC1)C(F)(F)F)(C)C1=C(C(=O)N)C=CC=C1 (2-[1,1-dimethyl-2-((R)-2-trifluoromethyloxiranyl)ethyl]benzamide), [Li+].C[Si](C)(C)C#[C-] (lithium (trimethylsilyl)acetylide). Solvent: COCCOC (ethylene glycol dimethyl ether). Conditions: time 45 minute. Product: O[C@](CC(C)(C)C1=C(C(=O)N)C=CC=C1)(CC#C[Si](C)(C)C)C(F)(F)F (2-((R)-3-hydroxy-1,1-dimethyl-3-trifluoromethyl-6-trimethylsilanylhex-5-ynyl)benzamide). RXN SMILES: [CH3:1][C:2]([C:12]1[CH:20]=[CH:19][CH:18]=[CH:17][C:13]=1[C:14]([NH2:16])=[O:15])([CH3:11])[CH2:3][C@:4]1([C:7]([F:10])([F:9])[F:8])[CH2:6][O:5]1.C([Mg]CCCC)CCC.[Li+].[CH3:31][Si:32]([C:35]#[C-:36])([CH3:34])[CH3:33]>COCCOC>[OH:5][C@@:4]([C:7]([F:8])([F:9])[F:10])([CH2:6][C:36]#[C:35][Si:32]([CH3:34])([CH3:33])[CH3:31])[CH2:3][C:2]([C:12]1[CH:20]=[CH:19][CH:18]=[CH:17][C:13]=1[C:14]([NH2:16])=[O:15])([CH3:11])[CH3:1] |f:2.3|. Procedure: To a stirred, ice-cooled, solution of (trimethylsilyl)acetylene (72.6 mL, 514 mmol) in 500 mL of ethylene glycol dimethyl ether was added n-butyllithium (185 mL of 2.5 M solution in hexanes, 462 mmol). The reaction mixture, which turned from a colorless to a yellowish solution, was stirred for 50 minutes to give a solution of 462 mmol of lithium (trimethylsilyl)acetylide. A stirred solution of 2-[1,1-dimethyl-2-((R)-2-trifluoromethyloxiranyl)ethyl]benzamide (26.5 g, 92.3 mmol) in ethylene glycol...